The task is: describe an organic reaction: reactants, conditions, products, and yield. This data is from the Open Reaction Database (ORD), a public repository of structured organic reaction records. The reactants are C([O-])([O-])=O.[K+].[K+] (potassium carbonate), ClC1=C2NC=NC2=NC=N1 (6-chloropurine), C(C)OC(CCCBr)=O (4-bromobutyric acid ethyl ester). Solvent: CN(C=O)C (dimethylformamide). Run at time 16 hour. Yields the product C(C)OC(CCCN1C2=NC=NC(=C2N=C1)Cl)=O (4-(6-Chloro-purin-9-yl)-butyric acid ethyl ester). As a reaction SMILES: [Cl:1][C:2]1[N:10]=[CH:9][N:8]=[C:7]2[C:3]=1[NH:4][CH:5]=[N:6]2.C(=O)([O-])[O-].[K+].[K+].[CH2:17]([O:19][C:20](=[O:25])[CH2:21][CH2:22][CH2:23]Br)[CH3:18]>CN(C)C=O>[CH2:17]([O:19][C:20](=[O:25])[CH2:21][CH2:22][CH2:23][N:6]1[CH:5]=[N:4][C:3]2[C:7]1=[N:8][CH:9]=[N:10][C:2]=2[Cl:1])[CH3:18] |f:1.2.3|. Procedure details: 25 g (0.162 mol) of 6-chloropurine was dissolved in 500 ml of dimethylformamide and 89.4 g (0.647 mol) of potassium carbonate was added to this solution. 23.4 ml (0.162 mol) of 4-bromobutyric acid ethyl ester was added dropwise over a period of 4 hours. The solution was stirred for 16 h at room temperature. The solvent was removed in vacuo, the residue was dissolved in EE and the solution was washed three times with water and once with saturated aqueous sodium chloride solution. The organic phas... The reactants are CC(O)c1ccc(Br)cc1, O=C1NCCC12CCN(S(=O)(=O)c1ccccc1Cl)CC2. Yields the product CC(O)c1ccc(N2CCC3(CCN(S(=O)(=O)c4ccccc4Cl)CC3)C2=O)cc1. Reaction SMILES: [Br:22][c:23]1[cH:24][cH:25][c:26]([CH:29]([CH3:30])[OH:31])[cH:27][cH:28]1.[Cl:1][c:2]1[c:3]([S:8](=[O:9])(=[O:10])[N:11]2[CH2:12][CH2:13][C:14]3([CH2:15][CH2:16][NH:17][C:18]3=[O:19])[CH2:20][CH2:21]2)[cH:4][cH:5][cH:6][cH:7]1>>[Cl:1][c:2]1[c:3]([S:8](=[O:9])(=[O:10])[N:11]2[CH2:12][CH2:13][C:14]3([CH2:15][CH2:16][N:17]([c:23]4[cH:24][cH:25][c:26]([CH:29]([CH3:30])[OH:31])[cH:27][cH:28]4)[C:18]3=[O:19])[CH2:20][CH2:21]2)[cH:4][cH:5][cH:6][cH:7]1. The reactants are O=C(O)C1CN(Cc2ccccc2)CC1c1ccc(Cl)cn1, COC(=O)OC, C[O-], ClCCl, [Na+], O=C1NCCO1. Yields the product COC(=O)C1CN(Cc2ccccc2)CC1c1ccc(Cl)cn1. Reaction SMILES: [CH2:16]([c:17]1[cH:18][cH:19][cH:20][cH:21][cH:22]1)[N:23]1[CH2:24][CH:25]([C:35]([OH:36])=[O:37])[CH:26]([c:28]2[n:29][cH:30][c:31]([Cl:34])[cH:32][cH:33]2)[CH2:27]1.[CH3:10][O:11][C:12]([O:14][CH3:13])=[O:15].[CH3:1][O-:2].[Cl:38][CH2:39][Cl:40].[Na+:3].[O:4]1[CH2:5][CH2:6][NH:7][C:8]1=[O:9]>>[CH3:10][O:11][C:12](=[O:14])[CH:25]1[CH2:24][N:23]([CH2:16][c:17]2[cH:18][cH:19][cH:20][cH:21][cH:22]2)[CH2:27][CH:26]1[c:28]1[n:29][cH:30][c:31]([Cl:34])[cH:32][cH:33]1. The reactants are [OH-].[Na+] (NaOH), [H-].[H-].[H-].[H-].[Li+].[Al+3] (LAH), N[C@]1(C[C@@H](CC1)C1=CC=C(C=C1)C#CCOCC1=CC=CC=C1)C(=O)OC ((1R,3R)-methyl 1-amino-3-(4-(3-(benzyloxy)prop-1-ynyl)phenyl)cyclopentanecarboxylate), [O-]S(=O)(=O)[O-].[Na+].[Na+] (Na2SO4). Solvent: O (water), CCOCC (Et2O), C1CCOC1 (THF), O (water). The product is N[C@]1(C[C@@H](CC1)C1=CC=C(C=C1)C#CCOCC1=CC=CC=C1)CO (((1R,3R)-1-amino-3-(4-(3-(benzyloxy)prop-1-ynyl)phenyl)cyclopentyl)methanol). Isolated yield 81.3%. Reaction SMILES: [H-].[H-].[H-].[H-].[Li+].[Al+3].[NH2:7][C@:8]1([C:30](OC)=[O:31])[CH2:12][CH2:11][C@@H:10]([C:13]2[CH:18]=[CH:17][C:16]([C:19]#[C:20][CH2:21][O:22][CH2:23][C:24]3[CH:29]=[CH:28][CH:27]=[CH:26][CH:25]=3)=[CH:15][CH:14]=2)[CH2:9]1.[OH-].[Na+].[O-]S([O-])(=O)=O.[Na+].[Na+]>CCOCC.C1COCC1.O>[NH2:7][C@:8]1([CH2:30][OH:31])[CH2:12][CH2:11][C@@H:10]([C:13]2[CH:18]=[CH:17][C:16]([C:19]#[C:20][CH2:21][O:22][CH2:23][C:24]3[CH:25]=[CH:26][CH:27]=[CH:28][CH:29]=3)=[CH:15][CH:14]=2)[CH2:9]1 |f:0.1.2.3.4.5,7.8,9.10.11|. Reported procedure: To a slurry of LAH (7.83 g, 206 mmol) in Et2O (500 mL) at about 0° C. was added a solution of (1R,3R)-methyl 1-amino-3-(4-(3-(benzyloxy)prop-1-ynyl)phenyl)cyclopentanecarboxylate (25 g, 68.8 mmol) in THF (100 mL). After about 2 hours water (7.8 mL) followed by 2N NaOH (7.8 mL) followed by water (15 mL) was added. After stirring for about 15 hours Na2SO4 and Celite® was added to the reaction mixture and the slurry was filtered, rinsing with EtOAc. The filtrate was concentrated in vacuo to provide...